Dataset: the Open Reaction Database (ORD), a public repository of structured organic reaction records. Task: describe an organic reaction: reactants, conditions, products, and yield Reactants: Cl.NC1[C@@H]2N(C(=C(CS2)C=C)C(=O)OC(C2=CC=CC=C2)C2=CC=CC=C2)C1=O (benzhydryl 7-amino-3-vinyl-3-cephem-4-carboxylate hydrochloride), N1=C(C=CC=C1C)C (2,6-lutidine), resultant solution, CS(=O)(=O)NC=1SC(=CN1)CC(=O)O (2-(2-methanesulfonamidothiazol-5-yl)acetic acid), C1(CCCCC1)N=C=NC1CCCCC1 (dicyclohexylcarbodiimide). The solvent is C(Cl)Cl (methylene chloride), O (water). Run at time 3.5 hour. Yields the product CS(=O)(=O)NC=1SC(=CN1)CC(=O)NC1[C@@H]2N(C(=C(CS2)C=C)C(=O)OC(C2=CC=CC=C2)C2=CC=CC=C2)C1=O (benzhydryl 7-[2-(2-methanesulfonamidothiazol-5-yl)acetamido]-3-vinyl-3-cephem-4-carboxylate). Yield: 29.4%. RXN SMILES: Cl.[NH2:2][CH:3]1[C:28](=[O:29])[N:5]2[C:6]([C:12]([O:14][CH:15]([C:22]3[CH:27]=[CH:26][CH:25]=[CH:24][CH:23]=3)[C:16]3[CH:21]=[CH:20][CH:19]=[CH:18][CH:17]=3)=[O:13])=[C:7]([CH:10]=[CH2:11])[CH2:8][S:9][C@H:4]12.N1C(C)=CC=CC=1C.[CH3:38][S:39]([NH:42][C:43]1[S:44][C:45]([CH2:48][C:49](O)=[O:50])=[CH:46][N:47]=1)(=[O:41])=[O:40].C1(N=C=NC2CCCCC2)CCCCC1>C(Cl)Cl.O>[CH3:38][S:39]([NH:42][C:43]1[S:44][C:45]([CH2:48][C:49]([NH:2][CH:3]2[C:28](=[O:29])[N:5]3[C:6]([C:12]([O:14][CH:15]([C:16]4[CH:21]=[CH:20][CH:19]=[CH:18][CH:17]=4)[C:22]4[CH:23]=[CH:24][CH:25]=[CH:26][CH:27]=4)=[O:13])=[C:7]([CH:10]=[CH2:11])[CH2:8][S:9][C@H:4]23)=[O:50])=[CH:46][N:47]=1)(=[O:40])=[O:41] |f:0.1|. Procedure details: To a suspension of benzhydryl 7-amino-3-vinyl-3-cephem-4-carboxylate hydrochloride (4.3 g) in methylene chloride (100 ml) was added 2,6-lutidine (1.08 g) at 8° C., and the mixture was stirred for a while. To the resultant solution were added 2-(2-methanesulfonamidothiazol-5-yl)acetic acid (2.6 g) and dicyclohexylcarbodiimide (2.06 g) under ice-cooling with stirring, and the stirring was continued at the same temperature for an hour and then at ambient temperature for additional 3.5 hours. After ... The reactants are stannous chloride dihydrate, [OH-].[Na+] (sodium hydroxide), Cl (hydrochloric acid), ClC1=C(C=C(C#N)C=C1[N+](=O)[O-])[N+](=O)[O-] (4-chloro-3,5-dinitrobenzonitrile). Reaction conditions: time 2 hour. Product: ClC1=C(C=C(C#N)C=C1N)N (4-Chloro-3,5-diaminobenzonitrile). RXN SMILES: Cl.[Cl:2][C:3]1[C:10]([N+:11]([O-])=O)=[CH:9][C:6]([C:7]#[N:8])=[CH:5][C:4]=1[N+:14]([O-])=O.[OH-].[Na+]>>[Cl:2][C:3]1[C:10]([NH2:11])=[CH:9][C:6]([C:7]#[N:8])=[CH:5][C:4]=1[NH2:14] |f:2.3|. Procedure: To a solution of 352.5 grams (1.56 mole) of stannous chloride dihydrate in 860 ml. of concentrated hydrochloric acid is added 50 gm. (0.2195 mole of 4-chloro-3,5-dinitrobenzonitrile. The mixture is stirred at room temperature for two hours and cooled to 0° in an ice-salt bath. A cold solution of 50% sodium hydroxide is added to the mixture until strongly basic. During the addition the temperature is kept below 30°. Starting materials: CC(C)(C)OC(=O)N1CCC(n2cc(-c3cnc(N)c(N4CCc5c(F)cccc5C4)c3)cn2)CC1, CO, CCOCC, Cl. Yields the product Nc1ncc(-c2cnn(C3CCNCC3)c2)cc1N1CCc2c(F)cccc2C1. RXN SMILES: [C:1]([O:2][C:3](=[O:4])[N:8]1[CH2:9][CH2:10][CH:11]([n:14]2[n:15][cH:16][c:17](-[c:19]3[cH:20][n:21][c:22]([NH2:36])[c:23]([N:25]4[CH2:26][c:27]5[cH:28][cH:29][cH:30][c:31]([F:35])[c:32]5[CH2:33][CH2:34]4)[cH:24]3)[cH:18]2)[CH2:12][CH2:13]1)([CH3:5])([CH3:6])[CH3:7].[CH3:38][OH:39].[CH3:40][CH2:41][O:42][CH2:43][CH3:44].[ClH:37]>>[NH:8]1[CH2:9][CH2:10][CH:11]([n:14]2[n:15][cH:16][c:17](-[c:19]3[cH:20][n:21][c:22]([NH2:36])[c:23]([N:25]4[CH2:26][c:27]5[cH:28][cH:29][cH:30][c:31]([F:35])[c:32]5[CH2:33][CH2:34]4)[cH:24]3)[cH:18]2)[CH2:12][CH2:13]1. Starting materials: BrCCBr, O=C([O-])[O-], CC(C)=O, [K+], [K+], COC(=O)c1cc([N+](=O)[O-])[nH]n1. The product is COC(=O)c1cc([N+](=O)[O-])nn1CCBr. As a reaction SMILES: [Br:19][CH2:20][CH2:21][Br:22].[C:13](=[O:14])([O-:15])[O-:16].[CH3:23][C:24](=[O:25])[CH3:26].[K+:17].[K+:18].[N+:1](=[O:2])([O-:3])[c:4]1[cH:5][c:6]([C:9](=[O:10])[O:11][CH3:12])[n:7][nH:8]1>>[N+:1](=[O:2])([O-:3])[c:4]1[cH:5][c:6]([C:9](=[O:10])[O:11][CH3:12])[n:7]([CH2:21][CH2:20][Br:19])[n:8]1. Reactants: C(N)([O-])=O (carbamate), Cl (HCl), C([O-])(O)=O.[Na+] (sodium bicarbonate), C(N)([O-])=O (carbamate), [H-].[Na+] (Sodium hydride), IC (Iodomethane), C(C)(C)(C)OC(NC(C)C=1N(C2=NC(=NC(=C2N1)N1CCOCC1)Cl)C1OCCCC1)=O ({1-[2-chloro-6-morpholin-4-yl-9-(tetrahydro-pyran-2-yl)-9H-purin-8-yl]-ethyl}-carbamic acid tert-butyl ester). Solvent: O (water), C1CCOC1 (THF). Run at temperature 0 celsius, time 30 minute. Product: C(C)(C)(C)OC(N(C)C(C)C=1N(C2=NC(=NC(=C2N1)N1CCOCC1)Cl)C1OCCCC1)=O ({1-[2-Chloro-6-morpholin-4-yl-9-(tetrahydro-pyran-2-yl)-9H-purin-8-yl]-ethyl}-methyl-carbamic acid tert-butyl ester). Reaction SMILES: [C:1]([O:5][C:6](=[O:32])[NH:7][CH:8]([C:10]1[N:11]([CH:26]2[CH2:31][CH2:30][CH2:29][CH2:28][O:27]2)[C:12]2[C:17]([N:18]=1)=[C:16]([N:19]1[CH2:24][CH2:23][O:22][CH2:21][CH2:20]1)[N:15]=[C:14]([Cl:25])[N:13]=2)[CH3:9])([CH3:4])([CH3:3])[CH3:2].[H-].[Na+].IC.[C:37](=O)([O-])N.Cl.C(=O)(O)[O-].[Na+]>C1COCC1.O>[C:1]([O:5][C:6](=[O:32])[N:7]([CH:8]([C:10]1[N:11]([CH:26]2[CH2:31][CH2:30][CH2:29][CH2:28][O:27]2)[C:12]2[C:17]([N:18]=1)=[C:16]([N:19]1[CH2:20][CH2:21][O:22][CH2:23][CH2:24]1)[N:15]=[C:14]([Cl:25])[N:13]=2)[CH3:9])[CH3:37])([CH3:2])([CH3:3])[CH3:4] |f:1.2,6.7|. Procedure: A solution of {1-[2-chloro-6-morpholin-4-yl-9-(tetrahydro-pyran-2-yl)-9H-purin-8-yl]-ethyl}-carbamic acid tert-butyl ester (218 mg, 0.47 mmol) in anhydrous THF (15 mL) was cooled to 0° C. Sodium hydride (60% suspension in oil, 22 mg, 0.56 mmol) was added and the mixture was stirred at 0° C. for 30 min. Iodomethane (10 vol. % solution in THF, 0.35 mL, 0.56 mmol) was added and the mixture was stirred for 16 h at RT. The reaction mixture was combined with another mixture, prepared in a similar mann... Reactants: [Li+].[OH-] (LiOH), [Li+].[OH-] (LiOH), O=C1NC2=C(CCN1C1CCN(CC1)C(=O)O[C@H](CC1=CC(=C(C(=C1)C)N)C)C(=O)OC)C=CC=C2 ((R)-2-(4-amino-3,5-dimethyl-phenyl)-1-methoxycarbonyl-ethyl 4-(2-oxo-1,2,4,5-tetrahydro-1,3-benzodiazepin-3-yl)-piperidine-1-carboxylate). Solvent: O (water), C1CCOC1 (THF). Run at time 8 hour. Product: O=C1NC2=C(CCN1C1CCN(CC1)C(=O)O[C@H](CC1=CC(=C(C(=C1)C)N)C)C(=O)O)C=CC=C2 ((R)-2-(4-amino-3,5-dimethyl-phenyl)-1-carboxy-ethyl 4-(2-oxo-1,2,4,5-tetrahydro-1,3-benzodiazepin-3-yl)-piperidine-1-carboxylate). Reaction SMILES: [Li+].[OH-].[O:3]=[C:4]1[N:10]([CH:11]2[CH2:16][CH2:15][N:14]([C:17]([O:19][C@@H:20]([C:31]([O:33]C)=[O:32])[CH2:21][C:22]3[CH:27]=[C:26]([CH3:28])[C:25]([NH2:29])=[C:24]([CH3:30])[CH:23]=3)=[O:18])[CH2:13][CH2:12]2)[CH2:9][CH2:8][C:7]2[CH:35]=[CH:36][CH:37]=[CH:38][C:6]=2[NH:5]1>O.C1COCC1>[O:3]=[C:4]1[N:10]([CH:11]2[CH2:16][CH2:15][N:14]([C:17]([O:19][C@@H:20]([C:31]([OH:33])=[O:32])[CH2:21][C:22]3[CH:27]=[C:26]([CH3:28])[C:25]([NH2:29])=[C:24]([CH3:30])[CH:23]=3)=[O:18])[CH2:13][CH2:12]2)[CH2:9][CH2:8][C:7]2[CH:35]=[CH:36][CH:37]=[CH:38][C:6]=2[NH:5]1 |f:0.1|. Procedure: A solution of 500 mg (20.9 mmol) LiOH in 10 mL water was added to a solution of 6.7 g (13.6 mmol) of (R)-2-(4-amino-3,5-dimethyl-phenyl)-1-methoxycarbonyl-ethyl 4-(2-oxo-1,2,4,5-tetrahydro-1,3-benzodiazepin-3-yl)-piperidine-1-carboxylate in 50 mL THF and the reaction mixture was stirred overnight at RT. To complete the reaction another 300 mg (12.5 mmol) LiOH were added and the reaction solution was stirred for 3 h at 40° C. It was evaporated down i.vac., the residue was taken up in 15% K2CO3 so... Reactants: ClCCl, CC(C)(C)OC(=O)N1CCN(CC2(C)Cn3cc([N+](=O)[O-])nc3O2)CC1, CC(=O)O, O=Cc1ccc(-c2ccc(C(F)(F)F)cc2)cc1, O=C(O)C(F)(F)F. Product: CC1(CN2CCN(Cc3ccc(-c4ccc(C(F)(F)F)cc4)cc3)CC2)Cn2cc([N+](=O)[O-])nc2O1. Reaction SMILES: [CH2:56]([Cl:57])[Cl:58].[CH3:1][C:2]1([CH2:13][N:14]2[CH2:15][CH2:16][N:17]([C:20]([O:21][C:22]([CH3:23])([CH3:24])[CH3:25])=[O:26])[CH2:18][CH2:19]2)[CH2:3][n:4]2[c:5]([n:7][c:8]([N+:10](=[O:11])[O-:12])[cH:9]2)[O:6]1.[CH3:52][C:53](=[O:54])[OH:55].[F:34][C:35]([c:36]1[cH:37][cH:38][c:39](-[c:42]2[cH:43][cH:44][c:45]([CH:48]=[O:49])[cH:46][cH:47]2)[cH:40][cH:41]1)([F:50])[F:51].[OH:27][C:28]([C:29]([F:30])([F:31])[F:32])=[O:33]>>[CH3:1][C:2]1([CH2:13][N:14]2[CH2:15][CH2:16][N:17]([CH2:20][c:45]3[cH:44][cH:43][c:42](-[c:39]4[cH:38][cH:37][c:36]([C:35]([F:34])([F:50])[F:51])[cH:41][cH:40]4)[cH:47][cH:46]3)[CH2:18][CH2:19]2)[CH2:3][n:4]2[c:5]([n:7][c:8]([N+:10](=[O:11])[O-:12])[cH:9]2)[O:6]1. The reactants are CC(C)(C)OC(=O)N1CC1CO[Si](C)(C)C(C)(C)C, [K+], [K+], O=C([O-])[O-], Oc1ccccc1. RXN SMILES: [C:1]([CH3:2])([CH3:3])([CH3:4])[Si:5]([O:6][CH2:7][CH:8]1[N:9]([C:11](=[O:12])[O:13][C:14]([CH3:15])([CH3:16])[CH3:17])[CH2:10]1)([CH3:18])[CH3:19].[K+:27].[K+:28].[O-:29][C:30]([O-:31])=[O:32].[OH:20][c:21]1[cH:22][cH:23][cH:24][cH:25][cH:26]1>>[C:1]([CH3:2])([CH3:3])([CH3:4])[Si:5]([O:6][CH2:7][CH:8]([NH:9][C:11](=[O:12])[O:13][C:14]([CH3:15])([CH3:16])[CH3:17])[CH2:10][O:20][c:21]1[cH:22][cH:23][cH:24][cH:25][cH:26]1)([CH3:18])[CH3:19]. The product is CC(C)(C)OC(=O)NC(COc1ccccc1)CO[Si](C)(C)C(C)(C)C. Starting materials: ClC1=NC(=NC(=C1C=O)OC)OC (4-chloro-2,6-dimethoxypyrimidine-5-carbaldehyde), C1(CC1)C1=NN(C(=C1)N)CC (3-cyclopropyl-1-ethyl-1H-pyrazol-5-amine), [BH4-].[Na+] (NaBH4). The solvent is C1CCOC1 (THF). Reaction conditions: time 18 hour. Product: title compound, ClC1=NC(=NC(=C1CNC1=CC(=NN1CC)C1CC1)OC)OC (N-((4-chloro-2,6-dimethoxypyrimidin-5-yl)methyl)-3-cyclopropyl-1-ethyl-1H-pyrazol-5-amine). RXN SMILES: [Cl:1][C:2]1[C:7]([CH:8]=O)=[C:6]([O:10][CH3:11])[N:5]=[C:4]([O:12][CH3:13])[N:3]=1.[CH:14]1([C:17]2[CH:21]=[C:20]([NH2:22])[N:19]([CH2:23][CH3:24])[N:18]=2)[CH2:16][CH2:15]1.[BH4-].[Na+]>C1COCC1>[Cl:1][C:2]1[C:7]([CH2:8][NH:22][C:20]2[N:19]([CH2:23][CH3:24])[N:18]=[C:17]([CH:14]3[CH2:16][CH2:15]3)[CH:21]=2)=[C:6]([O:10][CH3:11])[N:5]=[C:4]([O:12][CH3:13])[N:3]=1 |f:2.3|. Procedure details: A solution of 4-chloro-2,6-dimethoxypyrimidine-5-carbaldehyde (2.4 g, 11.8 mmol), and 3-cyclopropyl-1-ethyl-1H-pyrazol-5-amine (2.15 g, 14.2 mmol) in THF was heated at 50° C. for 3 h. The flask was then removed from the heating bath and cooled in an ice bath and EtOH (13 mL) was added followed by NaBH4 (0.896 g, 23.7 mmol). The resulting mixture was left to gradually warm to rt and stir for 18 h. The excess NaBH4 was quenched slowly with saturated aqueous NH4Cl and diluted with EtOAc. The aqueou...